This data is from the Open Reaction Database (ORD), a public repository of structured organic reaction records. The task is: describe an organic reaction: reactants, conditions, products, and yield Starting materials: peroxide, ClC1=CC(=CC=C1)C(=O)OO (3-chloroperbenzoic acid), S(=S)(=O)([O-])[O-].[Na+].[Na+] (sodium thiosulfate), ClC1=C(C=C(C(=C1)Cl)SCC(F)(F)F)O (2,4-dichloro-5-(2,2,2-trifluoroethylthio)phenol). Solvent: C(Cl)(Cl)Cl (chloroform). Run at time 30 minute. Yields the product ClC1=C(C=C(C(=C1)Cl)S(=O)CC(F)(F)F)O (2,4-dichloro-5-(2,2,2-trifluoroethylsulfinyl)phenol). The yield is 87.9%. RXN SMILES: [Cl:1][C:2]1[CH:7]=[C:6]([Cl:8])[C:5]([S:9][CH2:10][C:11]([F:14])([F:13])[F:12])=[CH:4][C:3]=1[OH:15].ClC1C=CC=C(C(OO)=[O:24])C=1.S([O-])([O-])(=O)=S.[Na+].[Na+]>C(Cl)(Cl)Cl>[Cl:1][C:2]1[CH:7]=[C:6]([Cl:8])[C:5]([S:9]([CH2:10][C:11]([F:12])([F:14])[F:13])=[O:24])=[CH:4][C:3]=1[OH:15] |f:2.3.4|. Reported procedure: In 80 ml of chloroform was dissolved 10.0 g (36.08 mmol) of 2,4-dichloro-5-(2,2,2-trifluoroethylthio)phenol. Thereto was added 9.80 g (39.75 mmol) of 3-chloroperbenzoic acid (purity: about 70%) under ice cooling, and the mixture was stirred for 30 minutes at room temperature. Then, saturated aqueous solution of sodium thiosulfate was added to the reaction mixture to decompose excess peroxide. Thereafter, the solvent was distilled off under reduced pressure, and extraction was conducted by adding... Reaction SMILES: Br[CH2:2][CH2:3][O:4][C:5]1[C:10]([CH3:11])=[CH:9][C:8]([C:12]2[NH:21][C:20](=[O:22])[C:19]3[C:14](=[CH:15][C:16]([F:24])=[CH:17][C:18]=3F)[N:13]=2)=[CH:7][C:6]=1[CH3:25].[NH:26]1[CH2:30][CH2:29][CH2:28][CH2:27]1>>[CH3:25][C:6]1[CH:7]=[C:8]([C:12]2[NH:21][C:20](=[O:22])[C:19]3[C:14](=[CH:15][C:16]([F:24])=[CH:17][C:18]=3[N:26]3[CH2:30][CH2:29][CH2:28][CH2:27]3)[N:13]=2)[CH:9]=[C:10]([CH3:11])[C:5]=1[O:4][CH2:3][CH2:2][N:26]1[CH2:30][CH2:29][CH2:28][CH2:27]1. Procedure: A solution of 2-[4-(2-bromo-ethoxy)-3,5-dimethyl-phenyl]-5,7-difluoro-3H-quinazolin-4-one (1.38 g, crude) and pyrrolidine (10 mL) was stirred at room temperature for 16 hours. Excess pyrrolidine was evaporated, the residue was purified by column chromatography (silica gel 230-400 mesh; 30-50% ethyl acetate in hexanes as eluent). The compound was further purified by preparative HPLC to give the title compound as a white solid. Yield: 260 mg (13% for two steps). MP 206.6-206.8° C. 1H NMR (400 MHz,... Yields the product CC=1C=C(C=C(C1OCCN1CCCC1)C)C1=NC2=CC(=CC(=C2C(N1)=O)N1CCCC1)F (2-(3,5-Dimethyl-4-(2-(pyrrolidin-1-yl)ethoxy)phenyl)-7-fluoro-5-(pyrrolidin-1-yl)quinazolin-4(3H)-one). Starting materials: BrCCOC1=C(C=C(C=C1C)C1=NC2=CC(=CC(=C2C(N1)=O)F)F)C (2-[4-(2-bromo-ethoxy)-3,5-dimethyl-phenyl]-5,7-difluoro-3H-quinazolin-4-one), N1CCCC1 (pyrrolidine). The reactants are C(C1=CC=CC=C1)OC([C@@H](NC([C@H](NC(C(C1N(CCCC1)C(=O)OC(C)(C)C)O)=O)CC(C)C)=O)C(C)C)=O ([2-Hydroxy-2-(N-t-butyloxycarbonylpiperidin-2-yl)acetyl]-D-leucylvaline benzyl ester), Cl.O1CCOCC1 (hydrochloric acid dioxane). Solvent: ClCCl (dichloromethane). Product: Cl.C(C1=CC=CC=C1)OC([C@@H](NC([C@H](NC(C(C1NCCCC1)O)=O)CC(C)C)=O)C(C)C)=O ([2-hydroxy-2-(piperidin-2-yl)acetyl]-D-leucylvaline benzyl ester hydrochloride). Reaction SMILES: [CH2:1]([O:8][C:9](=[O:40])[C@H:10]([CH:37]([CH3:39])[CH3:38])[NH:11][C:12](=[O:36])[C@@H:13]([CH2:32][CH:33]([CH3:35])[CH3:34])[NH:14][C:15](=[O:31])[CH:16]([OH:30])[CH:17]1[CH2:22][CH2:21][CH2:20][CH2:19][N:18]1C(OC(C)(C)C)=O)[C:2]1[CH:7]=[CH:6][CH:5]=[CH:4][CH:3]=1.[ClH:41].O1CCOCC1>ClCCl>[ClH:41].[CH2:1]([O:8][C:9](=[O:40])[C@H:10]([CH:37]([CH3:39])[CH3:38])[NH:11][C:12](=[O:36])[C@@H:13]([CH2:32][CH:33]([CH3:34])[CH3:35])[NH:14][C:15](=[O:31])[CH:16]([OH:30])[CH:17]1[CH2:22][CH2:21][CH2:20][CH2:19][NH:18]1)[C:2]1[CH:7]=[CH:6][CH:5]=[CH:4][CH:3]=1 |f:1.2,4.5|. Procedure details: [2-Hydroxy-2-(N-t-butyloxycarbonylpiperidin-2-yl)acetyl]-D-leucylvaline benzyl ester (85 mg) was dissolved in dichloromethane (1 ml) and a 4N hydrochloric acid/dioxane solution (1 ml) was added to the solution under cooling with ice to conduct a reaction at room temperature for 2 h. The reaction liquid was concentrated under reduced pressure and the residue was washed with n-hexane several times and dried to give [2-hydroxy-2-(piperidin-2-yl)acetyl]-D-leucylvaline benzyl ester hydrochloride.